Dataset: the Open Reaction Database (ORD), a public repository of structured organic reaction records. Task: describe an organic reaction: reactants, conditions, products, and yield The reactants are CC(C)Oc1nc(C(F)(F)F)ccc1C=CC(=O)O, Cl, CS(=O)(=O)Nc1c(F)cc(CN)cc1C#N. Product: CC(C)Oc1nc(C(F)(F)F)ccc1C=CC(=O)NCc1cc(F)c(NS(C)(=O)=O)c(C#N)c1. As a reaction SMILES: [CH:18]([CH3:19])([CH3:20])[O:21][c:22]1[n:23][c:24]([C:33]([F:34])([F:35])[F:36])[cH:25][cH:26][c:27]1[CH:28]=[CH:29][C:30](=[O:31])[OH:32].[ClH:17].[NH2:1][CH2:2][c:3]1[cH:4][c:5]([F:16])[c:6]([NH:11][S:12](=[O:13])(=[O:14])[CH3:15])[c:7]([C:9]#[N:10])[cH:8]1>>[NH:1]([CH2:2][c:3]1[cH:4][c:5]([F:16])[c:6]([NH:11][S:12](=[O:13])(=[O:14])[CH3:15])[c:7]([C:9]#[N:10])[cH:8]1)[C:30]([CH:29]=[CH:28][c:27]1[c:22]([O:21][CH:18]([CH3:19])[CH3:20])[n:23][c:24]([C:33]([F:34])([F:35])[F:36])[cH:25][cH:26]1)=[O:31]. Starting materials: O=C([O-])[O-], CN1CCCC1=O, [Cs+], [Cs+], Fc1ccc(S)cc1, O=C(O)c1cccc(I)c1. Product: O=C(O)c1cccc(Sc2ccc(F)cc2)c1. Reaction SMILES: [C:1](=[O:2])([O-:3])[O-:4].[CH3:25][N:26]1[CH2:27][CH2:28][CH2:29][C:30]1=[O:31].[Cs+:5].[Cs+:6].[F:7][c:8]1[cH:9][cH:10][c:11]([SH:14])[cH:12][cH:13]1.[I:15][c:16]1[cH:17][c:18]([C:19](=[O:20])[OH:21])[cH:22][cH:23][cH:24]1>>[F:7][c:8]1[cH:9][cH:10][c:11]([S:14][c:16]2[cH:17][c:18]([C:19](=[O:20])[OH:21])[cH:22][cH:23][cH:24]2)[cH:12][cH:13]1. The reactants are C1(=CC=CC=C1)C (toluene), C(C)(=O)OCC (ethyl acetate), O=C1C=CC(C=2COC(CC21)C(=O)C)=O (methyl (5,8-dioxo-3,4,5,8-tetrahydrobenzo [2,3-C] pyran-3-yl) ketone), C(C)(=O)OC=CC=C (acetoxybutadiene). Run in C1=CC=CC=C1 (benzene). Reaction conditions: temperature 60 celsius, time 2 hour. Yields the product O=C1C2=CC=CC=C2C(C=2COC(CC21)C(=O)C)=O (Methyl (5,10-dioxo-3,4,5,10-tetrahydronaphtho [2,3-C] pyran-3-yl) ketone). The yield is 55.5%. As a reaction SMILES: [O:1]=[C:2]1[C:11]2[CH2:10][CH:9]([C:12]([CH3:14])=[O:13])[O:8][CH2:7][C:6]=2[C:5](=[O:15])[CH:4]=[CH:3]1.C(O[CH:20]=[CH:21][CH:22]=[CH2:23])(=O)C.C1(C)C=CC=CC=1.C(OCC)(=O)C>C1C=CC=CC=1>[O:1]=[C:2]1[C:11]2[CH2:10][CH:9]([C:12]([CH3:14])=[O:13])[O:8][CH2:7][C:6]=2[C:5](=[O:15])[C:4]2[C:3]1=[CH:20][CH:21]=[CH:22][CH:23]=2. Reported procedure: A mixture of methyl (5,8-dioxo-3,4,5,8-tetrahydrobenzo [2,3-C] pyran-3-yl) ketone (100 mg, 0.485 mmol) and acetoxybutadiene (75 μl, 0.630 mmol) in dry benzene (5 mL) was heated for 12 hours at 60° C. under argon atmosphere. The solvent was then removed in vacuo and the resulting adduct dried under reduced pressure. The adduct was dissolved in 10 mL of ethanol and to this solution was added 1 mL of 1% K2CO3 aqueous solution. After stirring for 2 hours at R.T., the reaction mixture was neutralized...